This data is from the Open Reaction Database (ORD), a public repository of structured organic reaction records. The task is: describe an organic reaction: reactants, conditions, products, and yield Reactants: three-necked, [Al+3].[Cl-].[Cl-].[Cl-] (AlCl3), ice, Cl (HCl), BrC1=CC=C(C=C1)CC(=O)Cl ((4-bromo-phenyl)-acetyl chloride), C(CCC)C1=CC=CC=C1 (butylbenzene). Solvent: ClCCCl (1,2-dichloroethane). Conditions: time 45 minute. Yields the product BrC1=CC=C(C=C1)CC(=O)C1=CC=C(C=C1)CCCC (2-(4-bromophenyl)-1-(4-butylphenyl) ethanone). Yield: 90.9%. RXN SMILES: [Al+3].[Cl-].[Cl-].[Cl-].[CH2:5]([C:9]1[CH:14]=[CH:13][CH:12]=[CH:11][CH:10]=1)[CH2:6][CH2:7][CH3:8].[Br:15][C:16]1[CH:21]=[CH:20][C:19]([CH2:22][C:23](Cl)=[O:24])=[CH:18][CH:17]=1.Cl>ClCCCl>[Br:15][C:16]1[CH:21]=[CH:20][C:19]([CH2:22][C:23]([C:12]2[CH:13]=[CH:14][C:9]([CH2:5][CH2:6][CH2:7][CH3:8])=[CH:10][CH:11]=2)=[O:24])=[CH:18][CH:17]=1 |f:0.1.2.3|. Procedure: To a 1 L three-necked flask containing AlCl3 (40 g, 0.299 mol) in 1,2-dichloroethane (600 mL) under N2, butylbenzene (IVe) (49.7 mL, 0.299 mol) was added in one portion at −30° C. To this suspension (4-bromo-phenyl)-acetyl chloride (IIIa) (70 g, 0.299 mol) was added slowly over a period of 30min at such a rate that the internal temperature did not rise above −30° C. The reaction mixture was stirred at this temperature for 45 min and poured into an ice-cold solution of 1.5M HCl (1000 ml). The pro... Reactants: CC1(OC(=O)CC(=O)O1)C (Meldrum's Acid), FC(CCCC(=O)O)(F)F (4-trifluoromethyl butyric acid), C1CCC(CC1)N=C=NC2CCCCC2 (DCC). Reagents/catalysts: CN(C)C=1C=CN=CC1 (DMAP). Solvent: C(Cl)Cl (CH2Cl2). Reaction conditions: time 8 hour. Product: FC(CCC(CC(=O)OCC)=O)(F)F (Ethyl 6,6,6-trifluoro-3-oxohexanoate). Yield: 42.6%. Reaction SMILES: C[C:2]1([CH3:10])[O:9][C:7](=[O:8])[CH2:6][C:4](=[O:5])O1.[F:11][C:12]([F:20])([F:19])[CH2:13][CH2:14]CC(O)=O.C1CCC(N=C=NC2CCCCC2)CC1>C(Cl)Cl.CN(C1C=CN=CC=1)C>[F:11][C:12]([F:20])([F:19])[CH2:13][CH2:14][C:4](=[O:5])[CH2:6][C:7]([O:9][CH2:2][CH3:10])=[O:8]. Procedure: To a stirred solution of Meldrum's Acid (3.0 g, 20.8 mmol) in 100 mL of CH2Cl2, 4-trifluoromethyl butyric acid (2.96 g, 20.8 mmol) was added followed by DMAP (5.08 g, 41.6 mmol) and finally DCC (4.30 g, 20.8 mmol). The reaction stirred overnight at room temperature. The mixture was then filtered and the filtrate washed with 1M HCl, H2O and Brine. The organics were then dried over sodium sulfate, filtered and concentrated to a yellow oil. The material was then dissolved in 100 mL of EtOH and refl... Reactants: C(C)(C)N(CC)C(C)C (IPEA), NN1C(N(CCC1)C1=CC=C(C=C1)Cl)=O (1-amino-3-(4-chlorophenyl)tetrahydropyrimidin-2-one), C=1C=CC2=C(C1)N=NN2O (HOBT), COC1=C(C=CC(=N1)/C=C/C(=O)O)N1C=NC(=C1)C ((E)-3-[6-methoxy-5-(4-methyl-1H-imidazol-1-yl)pyridin-2-yl]acrylic acid). The solvent is CN(C)C=O (DMF), C(CCl)Cl (EDC), C(C)(=O)OCC (ethyl acetate). Run at time 24 hour. Product: ClC1=CC=C(C=C1)N1C(N(CCC1)NC(\C=C\C1=NC(=C(C=C1)N1C=NC(=C1)C)OC)=O)=O ((E)-N-[3-(4-chlorophenyl)-2-oxo-tetrahydropyrimidin-1-yl]-3-[6-methoxy-5-(4-methyl-1H-imidazol-1-yl)pyridin-2-yl]acrylamide). The yield is 99.8%. As a reaction SMILES: C(N(C(C)C)CC)(C)C.[NH2:10][N:11]1[CH2:16][CH2:15][CH2:14][N:13]([C:17]2[CH:22]=[CH:21][C:20]([Cl:23])=[CH:19][CH:18]=2)[C:12]1=[O:24].C1C=CC2N(O)N=NC=2C=1.[CH3:35][O:36][C:37]1[N:42]=[C:41](/[CH:43]=[CH:44]/[C:45](O)=[O:46])[CH:40]=[CH:39][C:38]=1[N:48]1[CH:52]=[C:51]([CH3:53])[N:50]=[CH:49]1>CN(C=O)C.C(OCC)(=O)C.C(Cl)CCl>[Cl:23][C:20]1[CH:19]=[CH:18][C:17]([N:13]2[CH2:14][CH2:15][CH2:16][N:11]([NH:10][C:45](=[O:46])/[CH:44]=[CH:43]/[C:41]3[CH:40]=[CH:39][C:38]([N:48]4[CH:52]=[C:51]([CH3:53])[N:50]=[CH:49]4)=[C:37]([O:36][CH3:35])[N:42]=3)[C:12]2=[O:24])=[CH:22][CH:21]=1. Reported procedure: IPEA (0.65 mL), 1-amino-3-(4-chlorophenyl)tetrahydropyrimidin-2-one (139 mg), EDC (177 mg) and HOBT (125 mg) were added to a solution of (E)-3-[6-methoxy-5-(4-methyl-1H-imidazol-1-yl)pyridin-2-yl]acrylic acid (300 mg) in DMF (6 mL) at room temperature. The reaction solution was stirred at room temperature for 24 hours. The reaction solution was diluted with ethyl acetate and washed with a saturated sodium bicarbonate solution and a saturated sodium chloride solution. The resulting organic layer ... Reactants: COC1=NC(=NC(=C1)OC)SC(C(=O)OC)=CC1=CC=CC=C1 (Methyl 2-(4,6-dimethoxy-2-pyrimidinylthio)-3-phenylacrylate), [OH-].[K+] (potassium hydroxide), C(C)O (ethanol). Run in O (water), O (water). Run at temperature 50 celsius. Yields the product COC1=NC(=NC(=C1)OC)SC(C(=O)O)=CC1=CC=CC=C1 (2-(4,6-dimethoxy-2-pyrimidinylthio)-3-phenylacrylic acid). RXN SMILES: [CH3:1][O:2][C:3]1[CH:8]=[C:7]([O:9][CH3:10])[N:6]=[C:5]([S:11][C:12](=[CH:17][C:18]2[CH:23]=[CH:22][CH:21]=[CH:20][CH:19]=2)[C:13]([O:15]C)=[O:14])[N:4]=1.[OH-].[K+].C(O)C>O>[CH3:10][O:9][C:7]1[CH:8]=[C:3]([O:2][CH3:1])[N:4]=[C:5]([S:11][C:12](=[CH:17][C:18]2[CH:19]=[CH:20][CH:21]=[CH:22][CH:23]=2)[C:13]([OH:15])=[O:14])[N:6]=1 |f:1.2|. Procedure: 0.5 g (1.5 mmol) Methyl 2-(4,6-dimethoxy-2-pyrimidinylthio)-3-phenylacrylate and 95 mg (1.7 mmol) potassium hydroxide were added to a mixture of 5 ml water and 5 ml ethanol and the mixture heated at 50° C. for 8 hours. It was then diluted with about 100 ml water and extracted with ethyl acetate. The aqueous phase was acidified with 10% hydrochloric acid until it was pH 2 and extracted with ethyl acetate. After drying the ethyl acetate phase over magnesium sulphate, the solvent was evaporated und... Yields the product O=C(O)C(=O)c1ccc(-n2cnc3cccnc32)cc1. As a reaction SMILES: [CH2:1]([CH3:2])[O:3][C:4]([C:5](=[O:6])[c:7]1[cH:8][cH:9][c:10](-[n:13]2[cH:14][n:15][c:16]3[c:17]2[n:18][cH:19][cH:20][cH:21]3)[cH:11][cH:12]1)=[O:22].[CH2:26]1[O:27][CH2:28][CH2:29][CH2:30]1.[ClH:25].[Li+:24].[OH-:23]>>[O:3]=[C:4]([C:5](=[O:6])[c:7]1[cH:8][cH:9][c:10](-[n:13]2[cH:14][n:15][c:16]3[c:17]2[n:18][cH:19][cH:20][cH:21]3)[cH:11][cH:12]1)[OH:22]. The reactants are CCOC(=O)C(=O)c1ccc(-n2cnc3cccnc32)cc1, C1CCOC1, Cl, [Li+], [OH-]. Reactants: B(Br)(Br)Br (boron tribromide), ice water, C(C)OC(=O)C=1NC2=CC(=C(C=C2C1)OC)Cl (6-Chloro-5-methoxy-1H-indole-2-carboxylic acid ethyl ester), C(C)(=O)OCC (ethyl acetate). Run in ClCCl (dichloromethane), ClCCl (dichloromethane). Conditions: time 1 hour. Yields the product C(C)OC(=O)C=1NC2=CC(=C(C=C2C1)O)Cl (6-Chloro-5-hydroxy-1H-indole-2-carboxylic acid ethyl ester). RXN SMILES: [CH2:1]([O:3][C:4]([C:6]1[NH:7][C:8]2[C:13]([CH:14]=1)=[CH:12][C:11]([O:15]C)=[C:10]([Cl:17])[CH:9]=2)=[O:5])[CH3:2].B(Br)(Br)Br.C(OCC)(=O)C>ClCCl>[CH2:1]([O:3][C:4]([C:6]1[NH:7][C:8]2[C:13]([CH:14]=1)=[CH:12][C:11]([OH:15])=[C:10]([Cl:17])[CH:9]=2)=[O:5])[CH3:2]. Reported procedure: To a cooled (−78° C.) solution of 6-chloro-5-methoxy-1H-indole-2-carboxylic acid ethyl ester (example 39, step 1, 930 mg, 1.0 eq.) in dichloromethane (20 mL), was slowly added a solution of boron tribromide 1M in dichloromethane (7.33 mL, 2.0 eq.). The mixture was stirred at room temperature for 1 h, partitionned between ethyl acetate and ice water. The aqueous layer was extracted with ethyl acetate and the combined organic fractions were washed with 10% sodium bicarbonate solution and brine, dr...